This data is from the Open Reaction Database (ORD), a public repository of structured organic reaction records. The task is: describe an organic reaction: reactants, conditions, products, and yield The reactants are COc1cc2c(c(-c3ccccc3)c1)CCNC2, CC(C)Oc1ccc(S(C)(=O)=O)cc1C(=O)O. Yields the product COc1cc2c(c(-c3ccccc3)c1)CCN(C(=O)c1cc(S(C)(=O)=O)ccc1OC(C)C)C2. Reaction SMILES: [CH3:1][O:2][c:3]1[cH:4][c:5](-[c:13]2[cH:14][cH:15][cH:16][cH:17][cH:18]2)[c:6]2[c:11]([cH:12]1)[CH2:10][NH:9][CH2:8][CH2:7]2.[CH:19]([CH3:20])([CH3:21])[O:22][c:23]1[c:24]([C:25](=[O:26])[OH:27])[cH:28][c:29]([S:32](=[O:33])(=[O:34])[CH3:35])[cH:30][cH:31]1>>[CH3:1][O:2][c:3]1[cH:4][c:5](-[c:13]2[cH:14][cH:15][cH:16][cH:17][cH:18]2)[c:6]2[c:11]([cH:12]1)[CH2:10][N:9]([C:25]([c:24]1[c:23]([O:22][CH:19]([CH3:20])[CH3:21])[cH:31][cH:30][c:29]([S:32](=[O:33])(=[O:34])[CH3:35])[cH:28]1)=[O:26])[CH2:8][CH2:7]2. Reactants: CC(C)(C)O, Clc1cncc(Cl)n1, NC(=NCC(F)(F)F)Nc1ccnc(OCCCO)n1, [H-], [Na+]. Product: Cl, NC(=NCC(F)(F)F)Nc1ccnc(OCCCOc2cncc(Cl)n2)n1. As a reaction SMILES: [C:31]([OH:32])([CH3:33])([CH3:34])[CH3:35].[Cl:23][c:24]1[n:25][c:26]([Cl:30])[cH:27][n:28][cH:29]1.[F:1][C:2]([CH2:3][N:4]=[C:5]([NH:6][c:7]1[n:8][c:9]([O:13][CH2:14][CH2:15][CH2:16][OH:17])[n:10][cH:11][cH:12]1)[NH2:18])([F:19])[F:20].[H-:21].[Na+:22]>>[ClH:23].[F:1][C:2]([CH2:3][N:4]=[C:5]([NH:6][c:7]1[n:8][c:9]([O:13][CH2:14][CH2:15][CH2:16][O:17][c:24]2[n:25][c:26]([Cl:30])[cH:27][n:28][cH:29]2)[n:10][cH:11][cH:12]1)[NH2:18])([F:19])[F:20]. RXN SMILES: [C:1]1(=[O:13])[O:10][C:8](=O)[CH:7]2[CH2:11][CH2:12][C:2]1([C:4]2([CH3:6])[CH3:5])[CH3:3].[NH2:14][C:15]1[CH:25]=[CH:24][C:18]([C:19]([O:21][CH2:22]C)=[O:20])=[CH:17][CH:16]=1.CC1(C)CC(=O)OC(=O)C1>>[CH3:3][C:2]12[C:4]([CH3:5])([CH3:6])[CH:7]([CH2:11][CH2:12]1)[C:8](=[O:10])[N:14]([C:15]1[CH:16]=[CH:17][C:18]([C:19]([O:21][CH3:22])=[O:20])=[CH:24][CH:25]=1)[C:1]2=[O:13]. Yields the product CC12C(N(C(C(CC1)C2(C)C)=O)C2=CC=C(C(=O)OC)C=C2)=O (methyl 4-(1,8,8-trimethyl-2,4-dioxo-3-azabicyclo(3.2.1)oct-3-yl)benzoate). Reported procedure: The desired product was prepared by substituting methyl 4-aminobenzoate and (+/−)-camphoric anhydride for ethyl 4-aminobenzoate and 3,3-dimethylglutaric anhydride, respectively, in Example 19A. MS (DCI) m/e 333 (M+NH4)+. The reactants are C1(C2(C)C(C)(C)C(C(=O)O1)CC2)=O ((+/−)-camphoric anhydride), NC1=CC=C(C(=O)OCC)C=C1 (ethyl 4-aminobenzoate), CC1(CC(=O)OC(C1)=O)C (3,3-dimethylglutaric anhydride). The reactants are CC(NC(=O)OC1c2ccccc2-c2ccccc21)C(=O)Nc1ccc(CC2CCC(C(O)c3cccnc3)N2C(=O)OC(C)(C)C)cc1, C1CCNCC1, C1CCOC1. The product is CC(N)C(=O)Nc1ccc(CC2CCC(C(O)c3cccnc3)N2C(=O)OC(C)(C)C)cc1. RXN SMILES: [C:1]([CH3:2])([CH3:3])([CH3:4])[O:5][C:6](=[O:7])[N:8]1[CH:9]([CH2:21][c:22]2[cH:23][cH:24][c:25]([NH:28][C:29]([CH:30]([CH3:31])[NH:32][C:33]([O:34][CH:35]3[c:36]4[cH:37][cH:38][cH:39][cH:40][c:41]4-[c:42]4[c:43]3[cH:44][cH:45][cH:46][cH:47]4)=[O:48])=[O:49])[cH:26][cH:27]2)[CH2:10][CH2:11][CH:12]1[CH:13]([c:14]1[cH:15][n:16][cH:17][cH:18][cH:19]1)[OH:20].[CH2:50]1[CH2:51][CH2:52][NH:53][CH2:54][CH2:55]1.[CH2:56]1[O:57][CH2:58][CH2:59][CH2:60]1>>[C:1]([CH3:2])([CH3:3])([CH3:4])[O:5][C:6](=[O:7])[N:8]1[CH:9]([CH2:21][c:22]2[cH:23][cH:24][c:25]([NH:28][C:29]([CH:30]([CH3:31])[NH2:32])=[O:49])[cH:26][cH:27]2)[CH2:10][CH2:11][CH:12]1[CH:13]([c:14]1[cH:15][n:16][cH:17][cH:18][cH:19]1)[OH:20]. Starting materials: Cc1cc(C(=O)O)cc(C)c1Br, [Li]CCCC, C1CCOC1, Cl, CN(C)C=O. The product is Cc1cc(C(=O)O)cc(C)c1C=O. As a reaction SMILES: [Br:1][c:2]1[c:3]([CH3:12])[cH:4][c:5]([C:6](=[O:7])[OH:8])[cH:9][c:10]1[CH3:11].[CH2:13]([Li:14])[CH2:15][CH2:16][CH3:17].[CH2:24]1[O:25][CH2:26][CH2:27][CH2:28]1.[ClH:23].[O:18]=[CH:19][N:20]([CH3:21])[CH3:22]>>[c:2]1([CH:19]=[O:18])[c:3]([CH3:12])[cH:4][c:5]([C:6](=[O:7])[OH:8])[cH:9][c:10]1[CH3:11]. Reactants: O1CC(C=2C1=CN=CC2)CN ((2,3-dihydrofuro[2,3-c]pyridin-3-yl)methanamine), ClC1=CC=C(CN2C(=CC3=CC=CC=C23)C(=O)N2CCC(CC2)C(=O)O)C=C1 (1-(1-(4-chlorobenzyl)-1H-indole-2-carbonyl)piperidine-4-carboxylic acid), ON1N=NC2=C1C=CC=C2 (1-hydroxybenzotriazole), C(CCl)Cl (EDC). Solvent: C(Cl)Cl (DCM), C(Cl)Cl (DCM), O (water), C(C)(=O)OCC (ethyl acetate). Conditions: time 10 minute. The product is ClC1=CC=C(CN2C(=CC3=CC=CC=C23)C(=O)N2CCC(CC2)C(=O)NCC2COC3=CN=CC=C32)C=C1 (1-(1-(4-chlorobenzyl)-1H-indole-2-carbonyl)-N-((2,3-dihydrofuro[2,3-c]pyridin-3-yl)methyl)piperidine-4-carboxamide). RXN SMILES: [Cl:1][C:2]1[CH:28]=[CH:27][C:5]([CH2:6][N:7]2[C:15]3[C:10](=[CH:11][CH:12]=[CH:13][CH:14]=3)[CH:9]=[C:8]2[C:16]([N:18]2[CH2:23][CH2:22][CH:21]([C:24]([OH:26])=O)[CH2:20][CH2:19]2)=[O:17])=[CH:4][CH:3]=1.ON1C2C=CC=CC=2N=N1.C(Cl)CCl.[O:43]1[C:47]2=[CH:48][N:49]=[CH:50][CH:51]=[C:46]2[CH:45]([CH2:52][NH2:53])[CH2:44]1>C(Cl)Cl.O.C(OCC)(=O)C>[Cl:1][C:2]1[CH:3]=[CH:4][C:5]([CH2:6][N:7]2[C:15]3[C:10](=[CH:11][CH:12]=[CH:13][CH:14]=3)[CH:9]=[C:8]2[C:16]([N:18]2[CH2:23][CH2:22][CH:21]([C:24]([NH:53][CH2:52][CH:45]3[C:46]4[C:47](=[CH:48][N:49]=[CH:50][CH:51]=4)[O:43][CH2:44]3)=[O:26])[CH2:20][CH2:19]2)=[O:17])=[CH:27][CH:28]=1. Procedure details: 1-(1-(4-chlorobenzyl)-1H-indole-2-carbonyl)piperidine-4-carboxylic acid (317 mg, 0.799 mmol), 1-hydroxybenzotriazole (135 mg, 0.999 mmol), and EDC (191 mg, 0.999 mmol) were dissolved in 2.0 mL of DCM. The reaction was allowed to stir at room temperature for 10 minutes before adding (2,3-dihydrofuro[2,3-c]pyridin-3-yl)methanamine (100 mg, 0.666 mmol) as a DCM solution and Hunig'sBase (0.174 mL, 0.999 mmol). The reaction was allowed to stir at room temperature overnight. The reaction was diluted w... As a reaction SMILES: [F:14][c:15]1[cH:16][cH:17][c:18]([N+:21](=[O:22])[O-:23])[cH:19][cH:20]1.[H-:13].[Na+:12].[O:24]=[CH:25][N:26]([CH3:27])[CH3:28].[OH:1][c:2]1[cH:3][c:4]([N+:9](=[O:10])[O-:11])[c:5]([NH2:6])[cH:7][cH:8]1>>[O:1]([c:2]1[cH:3][c:4]([N+:9](=[O:10])[O-:11])[c:5]([NH2:6])[cH:7][cH:8]1)[c:15]1[cH:16][cH:17][c:18]([N+:21](=[O:22])[O-:23])[cH:19][cH:20]1. Product: Nc1ccc(Oc2ccc([N+](=O)[O-])cc2)cc1[N+](=O)[O-]. Reactants: O=[N+]([O-])c1ccc(F)cc1, [H-], [Na+], CN(C)C=O, Nc1ccc(O)cc1[N+](=O)[O-]. Reactants: CCOCc1nc2c(N)nc3cc(Br)ccc3c2n1CCCOC, C1COCCO1, [Cu]I, [K+], [K+], [K+], NC1CCCCC1N, O=P([O-])([O-])[O-], c1cn[nH]c1. Yields the product CCOCc1nc2c(N)nc3cc(-n4cccn4)ccc3c2n1CCCOC. As a reaction SMILES: [Br:14][c:15]1[cH:16][cH:17][c:18]2[c:19]3[c:20]([c:21]([NH2:25])[n:22][c:23]2[cH:24]1)[n:26][c:27]([CH2:34][O:35][CH2:36][CH3:37])[n:28]3[CH2:29][CH2:30][CH2:31][O:32][CH3:33].[CH2:48]1[O:49][CH2:50][CH2:51][O:52][CH2:53]1.[Cu:46][I:47].[K+:6].[K+:7].[K+:8].[NH2:38][CH:39]1[CH2:40][CH2:41][CH2:42][CH2:43][CH:44]1[NH2:45].[P:1]([O-:2])([O-:3])([O-:4])=[O:5].[nH:9]1[n:10][cH:11][cH:12][cH:13]1>>[n:9]1(-[c:15]2[cH:16][cH:17][c:18]3[c:19]4[c:20]([c:21]([NH2:25])[n:22][c:23]3[cH:24]2)[n:26][c:27]([CH2:34][O:35][CH2:36][CH3:37])[n:28]4[CH2:29][CH2:30][CH2:31][O:32][CH3:33])[n:10][cH:11][cH:12][cH:13]1.